Dataset: the Open Reaction Database (ORD), a public repository of structured organic reaction records. Task: describe an organic reaction: reactants, conditions, products, and yield As a reaction SMILES: [OH:1][C:2]1[CH:3]=[C:4]([CH:9]=[CH:10][CH:11]=1)[C:5]([O:7][CH3:8])=[O:6].[F:12][C:13]1[CH:20]=[CH:19][C:16]([CH2:17]Cl)=[CH:15][CH:14]=1>>[F:12][C:13]1[CH:20]=[CH:19][C:16]([CH2:17][O:1][C:2]2[CH:3]=[C:4]([CH:9]=[CH:10][CH:11]=2)[C:5]([O:7][CH3:8])=[O:6])=[CH:15][CH:14]=1. Procedure details: Reaction of methyl 3-hydroxybenzoate with p-fluorobenzyl chloride as described in the preparation of Intermediate 1A gave the title ester as white prisms: mp 58-59° C. (hexane). 1HNMR 400 MHz (CDCl3) δ (ppm): 3.94 (3H, s, OCH3), 5.1 (2H, s, OCH2), 7.09-7.69 (8H, m, aromatics). Anal. Calcd for C15H13FO3: C, 69.22; H, 5.03. Found: C, 69.08; H, 4.97. Starting materials: OC=1C=C(C(=O)OC)C=CC1 (methyl 3-hydroxybenzoate), FC1=CC=C(CCl)C=C1 (p-fluorobenzyl chloride), Intermediate 1A. The product is FC1=CC=C(COC=2C=C(C(=O)OC)C=CC2)C=C1 (Methyl 3-(4-fluorobenzyloxy)-benzoate).